From a dataset of the Open Reaction Database (ORD), a public repository of structured organic reaction records. describe an organic reaction: reactants, conditions, products, and yield Starting materials: CC1(CCOC2=CC=C(C=C12)C)C (4,4,6-trimethylchroman), BrN1C(CCC1=O)=O (N-bromosuccinimide). Run in C(Cl)(Cl)(Cl)Cl (carbon tetrachloride). The product is BrCC=1C=C2C(CCOC2=CC1)(C)C (6-Bromomethyl-4,4-dimethylchroman). As a reaction SMILES: [CH3:1][C:2]1([CH3:13])[C:11]2[C:6](=[CH:7][CH:8]=[C:9]([CH3:12])[CH:10]=2)[O:5][CH2:4][CH2:3]1.[Br:14]N1C(=O)CCC1=O>C(Cl)(Cl)(Cl)Cl>[Br:14][CH2:12][C:9]1[CH:10]=[C:11]2[C:6](=[CH:7][CH:8]=1)[O:5][CH2:4][CH2:3][C:2]2([CH3:13])[CH3:1]. Reported procedure: A mixture of 5.0 g (28.4 mmole) of 4,4,6-trimethylchroman, 5.55 g of purified N-bromosuccinimide and 200 ml of carbon tetrachloride was heated under reflux for 12 hours. The succinimide was removed by filtration and the solvent was removed by evaporation in vacuo to give the title compound as a light yellow oil. The reactants are C(C)(CC)[BH-](C(C)CC)C(C)CC.[Li+] (lithium tri-sec-butylborohydride), solution, [OH-].[Na+] (NaOH), COC(CCC1CC(CCC1)=O)(C)C (3-(3-methoxy-3-methylbut-1-yl)cyclohexanone), OO (hydrogen peroxide). Run in O1CCCC1 (tetrahydrofuran), O1CCCC1 (tetrahydrofuran). Reaction conditions: temperature -78 celsius, time 16 hour. The product is COC(CC(C1CC(CCC1)O)C)C (3-(3-methoxy-methylbut-1-yl)cyclohexanol). RXN SMILES: [CH3:1][O:2][C:3]([CH3:14])(C)[CH2:4][CH2:5][CH:6]1[CH2:11][CH2:10][CH2:9][C:8](=[O:12])[CH2:7]1.[CH:15]([BH-](C(CC)C)C(CC)C)(CC)C.[Li+].[OH-].[Na+].OO>O1CCCC1>[CH3:1][O:2][CH:3]([CH3:14])[CH2:4][CH:5]([CH3:15])[CH:6]1[CH2:11][CH2:10][CH2:9][CH:8]([OH:12])[CH2:7]1 |f:1.2,3.4|. Reported procedure: 3-(3-methoxy-3-methylbut-1-yl)cyclohexanone (1.4 g, 0.0051 mol) was dissolved in tetrahydrofuran (10 mL) and cooled to -78° C. under a nitrogen atmosphere with stirring. A solution of lithium tri-sec-butylborohydride (6.1 mL of a 1M solution of tetrahydrofuran, 0.0061 mol) was added. The mixture was allowed to come to 20° C. over 16 hours and 10% NaOH (aq, 4.0 mL) was added, followed by 30% hydrogen peroxide (aq, 4.0 mL). The mixture was extracted with hexane. The extracts were dried (Na2SO4) an... Reactants: ClCCl, C1CCOC1, OC1CCC(c2cccnc2Oc2ccc(C(O)c3nc4ccccc4[nH]3)cc2)C1. Product: O=C(c1ccc(Oc2ncccc2C2CCC(O)C2)cc1)c1nc2ccccc2[nH]1. As a reaction SMILES: [Cl:36][CH2:37][Cl:38].[O:31]1[CH2:32][CH2:33][CH2:34][CH2:35]1.[nH:1]1[c:2]([CH:10]([c:11]2[cH:12][cH:13][c:14]([O:15][c:16]3[n:17][cH:18][cH:19][cH:20][c:21]3[CH:22]3[CH2:23][CH:24]([OH:27])[CH2:25][CH2:26]3)[cH:28][cH:29]2)[OH:30])[n:3][c:4]2[c:5]1[cH:6][cH:7][cH:8][cH:9]2>>[nH:1]1[c:2]([C:10]([c:11]2[cH:12][cH:13][c:14]([O:15][c:16]3[n:17][cH:18][cH:19][cH:20][c:21]3[CH:22]3[CH2:23][CH:24]([OH:27])[CH2:25][CH2:26]3)[cH:28][cH:29]2)=[O:30])[n:3][c:4]2[c:5]1[cH:6][cH:7][cH:8][cH:9]2. Starting materials: N1C=CC=2C(=CC=CC12)C=O (indol 4-carboxaldehyde), C(CCC)[N+](CCCC)(CCCC)CCCC (tetrabutyl ammonium), CI (methyl iodide). Run in C(Cl)Cl (methylen chloride), [OH-].[Na+] (sodium hydroxide), C(Cl)Cl (methylene chloride). The product is CN1C=CC=2C(=CC=CC12)C=O (1-methyl-1H-indol-4-carboxaldehyde). Yield: 98.7%. As a reaction SMILES: [NH:1]1[C:9]2[CH:8]=[CH:7][CH:6]=[C:5]([CH:10]=[O:11])[C:4]=2[CH:3]=[CH:2]1.[CH2:12]([N+](CCCC)(CCCC)CCCC)CCC.CI>C(Cl)Cl.[OH-].[Na+]>[CH3:12][N:1]1[C:9]2[CH:8]=[CH:7][CH:6]=[C:5]([CH:10]=[O:11])[C:4]=2[CH:3]=[CH:2]1 |f:4.5|. Procedure: 34 g of indol 4-carboxaldehyde in 800 ml of methylen chloride were mixed for 4 hours at ambient temperature with 79.5 g of tetrabutyl ammonium hydrogeno sulfate and 16.04 ml of methyl iodide in 400 ml of 5N sodium hydroxide and 300 ml of methylene chloride were added, followed by decanting and extraction was effected with methylene chloride. The organic phase was washed with a saturated aqueous solution of sodium chloride, dried and concentrated to dryness. The residue was chromatographed on sil...